This data is from the Open Reaction Database (ORD), a public repository of structured organic reaction records. The task is: describe an organic reaction: reactants, conditions, products, and yield Starting materials: O=C([O-])[O-], CN(C)C=O, CCOC(C)=O, BrCC1CC1, Clc1nc(N2CCOCC2)c2nc[nH]c2n1, [K+], [K+]. The product is Clc1nc(N2CCOCC2)c2ncn(CC3CC3)c2n1. As a reaction SMILES: [C:1](=[O:2])([O-:3])[O-:4].[CH3:12][N:13]([CH3:14])[CH:15]=[O:16].[CH3:33][CH2:34][O:35][C:36](=[O:37])[CH3:38].[CH:7]1([CH2:10][Br:11])[CH2:8][CH2:9]1.[Cl:17][c:18]1[n:19][c:20]([N:27]2[CH2:28][CH2:29][O:30][CH2:31][CH2:32]2)[c:21]2[n:22][cH:23][nH:24][c:25]2[n:26]1.[K+:5].[K+:6]>>[CH:7]1([CH2:10][n:24]2[cH:23][n:22][c:21]3[c:20]([N:27]4[CH2:28][CH2:29][O:30][CH2:31][CH2:32]4)[n:19][c:18]([Cl:17])[n:26][c:25]32)[CH2:8][CH2:9]1. The reactants are ClCc1ccccc1Br, CCO, S=C1NC(c2ccccc2)C(c2ccccc2)N1. The product is Cl, Brc1ccccc1CSC1=NC(c2ccccc2)C(c2ccccc2)N1. Reaction SMILES: [Br:19][c:20]1[c:21]([CH2:22][Cl:23])[cH:24][cH:25][cH:26][cH:27]1.[CH3:28][CH2:29][OH:30].[c:1]1([CH:7]2[NH:8][C:9](=[S:18])[NH:10][CH:11]2[c:12]2[cH:13][cH:14][cH:15][cH:16][cH:17]2)[cH:2][cH:3][cH:4][cH:5][cH:6]1>>[ClH:23].[c:1]1([CH:7]2[NH:8][C:9]([S:18][CH2:22][c:21]3[c:20]([Br:19])[cH:27][cH:26][cH:25][cH:24]3)=[N:10][CH:11]2[c:12]2[cH:13][cH:14][cH:15][cH:16][cH:17]2)[cH:2][cH:3][cH:4][cH:5][cH:6]1.